This data is from the Open Reaction Database (ORD), a public repository of structured organic reaction records. The task is: describe an organic reaction: reactants, conditions, products, and yield Starting materials: CCO, Cl, NCC(=O)N(C(=O)OCc1ccccc1)C1C(O)CCCC1O. The product is NCC(=O)NC1C(O)CCCC1O. Reaction SMILES: [CH3:24][CH2:25][OH:26].[ClH:27].[NH2:1][CH2:2][C:3](=[O:4])[N:5]([C:6]([O:7][CH2:8][c:9]1[cH:10][cH:11][cH:12][cH:13][cH:14]1)=[O:15])[CH:16]1[CH:17]([OH:23])[CH2:18][CH2:19][CH2:20][CH:21]1[OH:22]>>[NH2:1][CH2:2][C:3](=[O:4])[NH:5][CH:16]1[CH:17]([OH:23])[CH2:18][CH2:19][CH2:20][CH:21]1[OH:22]. RXN SMILES: [Cl:1][c:2]1[c:3]([O:16][c:17]2[cH:18][n:19][c:20]([CH:28]3[CH2:29][CH2:30]3)[c:21]([O:23][C:24]([CH3:25])([F:26])[F:27])[cH:22]2)[cH:4][c:5]([F:15])[c:6]([C:7](=[O:8])[O:9][C:10]([CH3:11])([CH3:12])[CH3:13])[cH:14]1.[Cl:38][CH2:39][Cl:40].[OH:31][C:32]([C:33]([F:34])([F:35])[F:36])=[O:37]>>[Cl:1][c:2]1[c:3]([O:16][c:17]2[cH:18][n:19][c:20]([CH:28]3[CH2:29][CH2:30]3)[c:21]([O:23][C:24]([CH3:25])([F:26])[F:27])[cH:22]2)[cH:4][c:5]([F:15])[c:6]([C:7](=[O:8])[OH:9])[cH:14]1. The reactants are CC(C)(C)OC(=O)c1cc(Cl)c(Oc2cnc(C3CC3)c(OC(C)(F)F)c2)cc1F, ClCCl, O=C(O)C(F)(F)F. Yields the product CC(F)(F)Oc1cc(Oc2cc(F)c(C(=O)O)cc2Cl)cnc1C1CC1. Starting materials: C1CCC(CC1)N=C=NC2CCCCC2 (DCC), C(C)(C)N (isopropylamine), C(C1=CC=CC=C1)OC(=O)N[C@H](C)C(=O)O (N-Benzyloxycarbonyl-D-alanine), C1=CC=C2C(=C1)N=NN2O.O (HOBt hydrate). Reagents/catalysts: CC(=O)O (HOAc). Solvent: CN(C)C=O (DMF). Reaction conditions: time 15 minute. The product is C(C)(C)NC([C@H](NC(=O)OCC1=CC=CC=C1)C)=O (N-Benzyloxycarbonyl-D-alanine Isopropyl Amide). Reaction SMILES: [CH2:1]([O:8][C:9]([NH:11][C@@H:12]([C:14]([OH:16])=O)[CH3:13])=[O:10])[C:2]1[CH:7]=[CH:6][CH:5]=[CH:4][CH:3]=1.C1[CH:22]=[C:21]2[N:23]=NN(O)[C:20]2=CC=1.O.C1CCC(N=C=NC2CCCCC2)CC1.C(N)(C)C>CN(C=O)C.CC(O)=O>[CH:21]([NH:23][C:14](=[O:16])[C@@H:12]([CH3:13])[NH:11][C:9]([O:8][CH2:1][C:2]1[CH:3]=[CH:4][CH:5]=[CH:6][CH:7]=1)=[O:10])([CH3:22])[CH3:20] |f:1.2|. Procedure: N-Benzyloxycarbonyl-D-alanine (2.232 g, 10 mmol) and HOBt hydrate (1.53 g, 10 mmol) are dissolved in 40 mL freshly distilled DMF and cooled in an ice-H2O bath. DCC (2.06 g, 10 mmol) is added. The reaction mixture is stirred in the cold for 15 minutes, isopropylamine (0.85 mL, 10 mmol) is then introduced. It is stirred in the cold for 2 hours and room temperature overnight. HOAc (a few drops) is added and the reaction mixture stirred at room temperature for another 15 minutes. It is filtered to r... The reactants are [BH-](OC(=O)C)(OC(=O)C)OC(=O)C.[Na+] (NaBH(OAc)3), C(=O)(O)[O-].[Na+] (NaHCO3), BrC1=CC=CC(=N1)C=O ((6-bromo-2-pyridyl)-formaldehyde), CC(CO)N (DL-2-amino-1-propanol), imine. Run in CC(=O)O (AcOH), C1(=CC=CC=C1)C (toluene). Reaction conditions: time 56 hour. Product: BrC1=CC=CC(=N1)CNC(CO)C (2-[(6-Bromopyridin-2-yl)methylamino]-propan-1-ol). Reaction SMILES: [Br:1][C:2]1[N:7]=[C:6]([CH:8]=O)[CH:5]=[CH:4][CH:3]=1.[CH3:10][CH:11]([NH2:14])[CH2:12][OH:13].[BH-](OC(C)=O)(OC(C)=O)OC(C)=O.[Na+].C([O-])(O)=O.[Na+]>C1(C)C=CC=CC=1.CC(O)=O>[Br:1][C:2]1[N:7]=[C:6]([CH2:8][NH:14][CH:11]([CH3:10])[CH2:12][OH:13])[CH:5]=[CH:4][CH:3]=1 |f:2.3,4.5|. Procedure details: To a stirred solution of the (6-bromo-2-pyridyl)-formaldehyde (0.52 g, 2.8 mmol) in toluene (14 mL) was added DL-2-amino-1-propanol (0.67 mL). The resulting mixture was heated to reflux with a Dean-Stark trap for 3 h under N2 until complete formation of the imine was observed. The mixture was brought to RT followed by the addition of a solution of NaBH(OAc)3 (2.0 g, 9.8 mmol) in AcOH (6 mL). The resulting mixture was stirred at RT and under N2 for 56 h. The mixture was neutralized (pH 7.0) with ... Starting materials: CCO, CN(C)CCC(Oc1ccc(O)cc1)C1CC1. The product is COc1ccc(OC(CCN(C)C)C2CC2)cc1. Reaction SMILES: [CH3:18][CH2:19][OH:20].[CH3:1][N:2]([CH2:3][CH2:4][CH:5]([O:6][c:7]1[cH:8][cH:9][c:10]([OH:13])[cH:11][cH:12]1)[CH:14]1[CH2:15][CH2:16]1)[CH3:17]>>[CH3:1][N:2]([CH2:3][CH2:4][CH:5]([O:6][c:7]1[cH:8][cH:9][c:10]([O:13][CH3:18])[cH:11][cH:12]1)[CH:14]1[CH2:15][CH2:16]1)[CH3:17]. The reactants are P(O)(O)(O)=O (phosphoric acid), C1(CCCCC1)NC(=N)N(CCOC1=CC2=CC=CC=C2C=C1)C1CCCCC1 (1,3-dicyclohexyl-3-[2-(2-naphthyloxy)ethyl]guanidine), CCOCC (ether). Run in C(C)O (ethanol), C(C)O (ethanol). The product is P(=O)(O)(O)O.C1(CCCCC1)NC(=NC1CCCCC1)NCCOC1=CC2=CC=CC=C2C=C1 (1,2-Dicyclohexyl-3-[2-(2-naphthyloxy)ethyl]guanidine phosphate). As a reaction SMILES: [CH:1]1([NH:7][C:8]([N:10](C2CCCCC2)[CH2:11][CH2:12][O:13][C:14]2[CH:23]=[CH:22][C:21]3[C:16](=[CH:17][CH:18]=[CH:19][CH:20]=3)[CH:15]=2)=[NH:9])[CH2:6][CH2:5][CH2:4][CH2:3][CH2:2]1.[P:30](=[O:34])([OH:33])([OH:32])[OH:31].CCO[CH2:38][CH3:39]>C(O)C>[P:30]([OH:34])([OH:33])([OH:32])=[O:31].[CH:1]1([NH:7][C:8]([NH:10][CH2:11][CH2:12][O:13][C:14]2[CH:23]=[CH:22][C:21]3[C:16](=[CH:17][CH:18]=[CH:19][CH:20]=3)[CH:15]=2)=[N:9][CH:39]2[CH2:38][CH2:3][CH2:2][CH2:1][CH2:6]2)[CH2:6][CH2:5][CH2:4][CH2:3][CH2:2]1 |f:4.5|. Procedure: 10.0 g of 1,3-dicyclohexyl-3-[2-(2-naphthyloxy)ethyl]guanidine was dissolved in ethanol (100 ml) and 5.7 g 85% phosphoric acid in 100 ml ethanol was added to this solution. After 16 hours 1400 ml ether was added to the solution. The resulting precipitate was removed by filtration and dried under vacuum to afford the title compound (mp 132°-134°). The reactants are BrC=1C=C2C(=NNC(C2=CC1)=O)Cl (6-bromo-4-chloro-2H-phthalazin-1-one), C(C)(C)OC=1C=C(C=CC1)CN (1-(3-isopropoxyphenyl)methanamine), C=1C=CC(=CC1)P(C=2C=CC=CC2)C3=CC=C4C=CC=CC4=C3C5=C6C=CC=CC6=CC=C5P(C=7C=CC=CC7)C=8C=CC=CC8 (rac-BINAP), CC(C)(C)[O-].[Na+] (NaOtBu). The reagents and catalysts are C=1C=CC(=CC1)/C=C/C(=O)/C=C/C2=CC=CC=C2.C=1C=CC(=CC1)/C=C/C(=O)/C=C/C2=CC=CC=C2.C=1C=CC(=CC1)/C=C/C(=O)/C=C/C2=CC=CC=C2.[Pd].[Pd] (Pd2(dba)3). Run in CC(=O)N(C)C (DMA), CCOC(=O)C (EtOAc). The product is ClC1=NNC(C2=CC=C(C=C12)NCC1=CC(=CC=C1)OC(C)C)=O (4-chloro-6-(3-isopropoxy-benzylamino)-2H-phthalazin-1-one). The yield is 21.8%. RXN SMILES: Br[C:2]1[CH:3]=[C:4]2[C:9](=[CH:10][CH:11]=1)[C:8](=[O:12])[NH:7][N:6]=[C:5]2[Cl:13].[CH:14]([O:17][C:18]1[CH:19]=[C:20]([CH2:24][NH2:25])[CH:21]=[CH:22][CH:23]=1)([CH3:16])[CH3:15].C1C=CC(P(C2C(C3C(P(C4C=CC=CC=4)C4C=CC=CC=4)=CC=C4C=3C=CC=C4)=C3C(C=CC=C3)=CC=2)C2C=CC=CC=2)=CC=1.CC([O-])(C)C.[Na+]>CC(N(C)C)=O.CCOC(C)=O.C1C=CC(/C=C/C(/C=C/C2C=CC=CC=2)=O)=CC=1.C1C=CC(/C=C/C(/C=C/C2C=CC=CC=2)=O)=CC=1.C1C=CC(/C=C/C(/C=C/C2C=CC=CC=2)=O)=CC=1.[Pd].[Pd]>[Cl:13][C:5]1[C:4]2[C:9](=[CH:10][CH:11]=[C:2]([NH:25][CH2:24][C:20]3[CH:21]=[CH:22][CH:23]=[C:18]([O:17][CH:14]([CH3:16])[CH3:15])[CH:19]=3)[CH:3]=2)[C:8](=[O:12])[NH:7][N:6]=1 |f:3.4,7.8.9.10.11|. Procedure details: A mixture 6-bromo-4-chloro-2H-phthalazin-1-one (156 mg, 0.601 mmol), 1-(3-isopropoxyphenyl)methanamine (116 mg, 0.702 mmol), Pd2(dba)3 (53 mg, 0.0578 mmol), rac-BINAP (113 mg, 0.181 mmol) and NaOtBu (139 mg, 1.445 mmol) in DMA (6 mL) was heated at 85° C. for 2 h. The mixture was allowed to cool, diluted with EtOAc and washed with water. The organic layer was washed with sat.aq. NaHCO3, brine and dried (Na2SO4). Chromatography on silica (EtOAc/hexanes) afforded 4-chloro-6-(3-isopropoxy-benzylamin...